From a dataset of the Open Reaction Database (ORD), a public repository of structured organic reaction records. describe an organic reaction: reactants, conditions, products, and yield Starting materials: C(C)(=O)N=C(NC=1SC=C(N1)CSCCNC(=NC#N)NC)N (2-(2-acetylguanidino)-4-[2-(2-cyano-3-methylguanidino)ethylthiomethyl]thiazole), [OH-].[Na+] (sodium hydroxide). Run in CO (methanol). Run at time 20 minute. Yields the product N(C(=N)N)C=1SC=C(N1)CSCCNC(=NC#N)NC (2-guanidino-4-[2-(2-cyano-3-methylguanidino)ethylthiomethyl]thiazole), product. Reaction SMILES: C([N:4]=[C:5]([NH2:23])[NH:6][C:7]1[S:8][CH:9]=[C:10]([CH2:12][S:13][CH2:14][CH2:15][NH:16][C:17]([NH:21][CH3:22])=[N:18][C:19]#[N:20])[N:11]=1)(=O)C.[OH-].[Na+]>CO>[NH:6]([C:7]1[S:8][CH:9]=[C:10]([CH2:12][S:13][CH2:14][CH2:15][NH:16][C:17]([NH:21][CH3:22])=[N:18][C:19]#[N:20])[N:11]=1)[C:5]([NH2:23])=[NH:4] |f:1.2|. Reported procedure: A mixture of 2-(2-acetylguanidino)-4-[2-(2-cyano-3-methylguanidino)ethylthiomethyl]thiazole (13.6 mg.), methanol (1 ml.) and 0.2 N aqueous sodium hydroxide solution (2 ml.) was stirred at room temperature for 20 minutes. This resulted in complete conversion to 2-guanidino-4-[2-(2-cyano-3-methylguanidino)ethylthiomethyl]thiazole, identical with the free base of the product obtained in Example 3. The free base had a m.p. 159°-162° C. on recrystallization from aqueous dimethylformamide.